From a dataset of the Open Reaction Database (ORD), a public repository of structured organic reaction records. describe an organic reaction: reactants, conditions, products, and yield Reactants: OC1=CC2=C(OC3=C2C=CC=C3)C=C1 (2-hydroxydibenzofuran), CN(C)C1=NC=CC=C1 (dimethylaminopyridine), CC1CCN(CC1)C(=O)Cl (4-methyl-1-piperidinecarbonyl chloride). Solvent: C1=CC=CC=C1 (benzene). Product: C1=C(C=CC=2OC3=C(C21)C=CC=C3)OC(=O)N3CCC(CC3)C (4-Methyl-1-piperidinecarboxylic acid 2-dibenzofuranyl ester). Isolated yield 104.2%. RXN SMILES: [OH:1][C:2]1[CH:14]=[CH:13][C:5]2[O:6][C:7]3[CH:12]=[CH:11][CH:10]=[CH:9][C:8]=3[C:4]=2[CH:3]=1.CN(C1C=CC=CN=1)C.[CH3:24][CH:25]1[CH2:30][CH2:29][N:28]([C:31](Cl)=[O:32])[CH2:27][CH2:26]1>C1C=CC=CC=1>[CH:3]1[C:4]2[C:8]3[CH:9]=[CH:10][CH:11]=[CH:12][C:7]=3[O:6][C:5]=2[CH:13]=[CH:14][C:2]=1[O:1][C:31]([N:28]1[CH2:29][CH2:30][CH:25]([CH3:24])[CH2:26][CH2:27]1)=[O:32]. Procedure: A mixture of 2-hydroxydibenzofuran (10.0 g, 54.3 mmol), dimethylaminopyridine (DMAP) (7.3 g, 59.8 mmol) and 4-methyl-1-piperidinecarbonyl chloride (8.8 ml, 59.7 mmol) in 200 mL of benzene was refluxed under nitrogen for 7 hours. The reaction was extracted with 1N HCl and then the organic layer was dried (MgSO4) and the solvent removed under reduced pressure to give 17.51 g of a light brown solid. Recrystallization of the solid from diisopropyl ether gave 10.82 g (64%) of the title compound as a ... The reactants are ClC1=C(C(=O)OCC)C=C(C=C1)N1C(N(C2=C(C1=O)CCC2)C)=O (ethyl 2-chloro-5-(1,2,4,5,6,7-hexahydro-1-methyl-2,4-dioxo-3H-cyclopenta[d]pyrimidin-3-yl)-benzoate), C(C)(C)Br (isopropyl bromide), [Na] (sodium), ClC1=C(C(=O)O)C=C(C=C1)N1C(N(C=2CCCCC2C1=O)C)=O (2-Chloro-5-[1,4,5,6,7,8-hexahydro-1-methyl-2,4-dioxo-3(2H)-quinazolinyl]-benzoic acid). Product: ClC1=C(C(=O)OC(C)C)C=C(C=C1)N1C(N(C2=C(C1=O)CCC2)C)=O (isopropyl 2-chloro-5-(1,2,4,5,6,7-hexahydro-1-methyl-2,4-dioxo-3H-cyclopenta[d]pyrimidin-3-yl)-benzoate). Reaction SMILES: [Cl:1][C:2]1[CH:12]=[CH:11][C:10]([N:13]2[C:18](=[O:19])[C:17]3[CH2:20][CH2:21][CH2:22][C:16]=3[N:15]([CH3:23])[C:14]2=[O:24])=[CH:9][C:3]=1[C:4]([O:6][CH2:7][CH3:8])=[O:5].[Na].Cl[C:27]1C=CC(N2C(=O)C3CCCCC=3N(C)C2=O)=CC=1C(O)=O.C(Br)(C)C>>[Cl:1][C:2]1[CH:12]=[CH:11][C:10]([N:13]2[C:18](=[O:19])[C:17]3[CH2:20][CH2:21][CH2:22][C:16]=3[N:15]([CH3:23])[C:14]2=[O:24])=[CH:9][C:3]=1[C:4]([O:6][CH:7]([CH3:27])[CH3:8])=[O:5] |^1:24|. Procedure details: using ethyl 2-chloro-5-(1,2,4,5,6,7-hexahydro-1-methyl-2,4-dioxo-3H-cyclopenta[d]pyrimidin-3-yl)-benzoate via the sodium salt of the corresponding carboxylic acid and isopropyl bromide there is obtained isopropyl 2-chloro-5-(1,2,4,5,6,7-hexahydro-1-methyl-2,4-dioxo-3H-cyclopenta[d]pyrimidin-3-yl)-benzoate, m.p. 148°-150° C.